Dataset: the Open Reaction Database (ORD), a public repository of structured organic reaction records. Task: describe an organic reaction: reactants, conditions, products, and yield Starting materials: [OH-].[Na+] (sodium hydroxide), C1(=CC=CC=C1)C (toluene), NC1=CC=C(C=C1)CCN (4-aminophenylethylamine), ClCC=1C=C(C(=CC1CCl)OC)OC (4,5-Bischloromethyl veratrol). Run in O (water). Conditions: time 16 hour. The product is COC=1C=C2CN(CC2=CC1OC)CCC1=CC=C(C=C1)N (4-[2-(2,3-Dihydro-5,6-dimethoxy-1H-isoindol-2-yl)ethyl]benzenamine). RXN SMILES: Cl[CH2:2][C:3]1[CH:4]=[C:5]([O:13][CH3:14])[C:6]([O:11][CH3:12])=[CH:7][C:8]=1[CH2:9]Cl.[OH-].[Na+].C1(C)C=CC=CC=1.[NH2:24][C:25]1[CH:30]=[CH:29][C:28]([CH2:31][CH2:32][NH2:33])=[CH:27][CH:26]=1>O>[CH3:14][O:13][C:5]1[CH:4]=[C:3]2[C:8](=[CH:7][C:6]=1[O:11][CH3:12])[CH2:9][N:33]([CH2:32][CH2:31][C:28]1[CH:29]=[CH:30][C:25]([NH2:24])=[CH:26][CH:27]=1)[CH2:2]2 |f:1.2|. Procedure details: 4,5-Bischloromethyl veratrol (2.35 g: S. H. Wood, M. A. Peny and C. C. Tung, J. A. C. S. (1950), 72, 2989-2991) was added at room temperature to a stirred suspension of 50% aqueous sodium hydroxide (5 ml), toluene (25 ml), 4-aminophenylethylamine (1.5 g) and Aliquat (0.2 g). The heterogeneous mixture was stirred at room temperature for 16 hours, poured in water and extracted with methylene chloride. The organic layer was dried and the solvent evaporated in vacuo. The residue was purified by colu... Reactants: CC(C)(C)NS(=O)(=O)CCCCO, CC(=O)OC(C)=O, c1ccncc1. The product is CC(=O)OCCCCS(=O)(=O)NC(C)(C)C. RXN SMILES: [C:1]([CH3:2])([CH3:3])([CH3:4])[NH:5][S:6](=[O:7])(=[O:8])[CH2:9][CH2:10][CH2:11][CH2:12][OH:13].[CH3:14][C:15](=[O:16])[O:17][C:18](=[O:19])[CH3:20].[cH:21]1[cH:22][cH:23][n:24][cH:25][cH:26]1>>[C:1]([CH3:2])([CH3:3])([CH3:4])[NH:5][S:6](=[O:7])(=[O:8])[CH2:9][CH2:10][CH2:11][CH2:12][O:13][C:15]([CH3:14])=[O:16]. Reactants: C(C)OC(C1=C(C=C(C(=C1)Br)Cl)OC)=O (5-bromo-4-chloro-2-methoxybenzoic acid ethyl ester), [Cu]C#N (copper(I) cyanide), CN(C=O)C (dimethylformamide), Cl (hydrochloric acid). The solvent is C(Cl)Cl (methylene chloride). The product is C(C)OC(C1=C(C=C(C(=C1)C#N)Cl)OC)=O (4-Chloro-5-cyano-2-methoxybenzoic acid ethyl ester). Reaction SMILES: [CH2:1]([O:3][C:4](=[O:15])[C:5]1[CH:10]=[C:9](Br)[C:8]([Cl:12])=[CH:7][C:6]=1[O:13][CH3:14])[CH3:2].[Cu][C:17]#[N:18].CN(C)C=O.Cl>C(Cl)Cl>[CH2:1]([O:3][C:4](=[O:15])[C:5]1[CH:10]=[C:9]([C:17]#[N:18])[C:8]([Cl:12])=[CH:7][C:6]=1[O:13][CH3:14])[CH3:2]. Procedure details: 14.7 g (0.05 mol) of 5-bromo-4-chloro-2-methoxybenzoic acid ethyl ester, 5.4 g (0.06 mol) of copper(I) cyanide and 8 ml of dimethylformamide are heated at 190° for three hours while stirring under a nitrogen atmosphere. After cooling, the reaction mixture is stirred well with 250 ml of methylene chloride and 250 ml of 2N hydrochloric acid. The insoluble portions are filtered off with suction and the layers are separated in a separating funnel. The methylene chloride solution is washed neutral wi... Starting materials: CCOC(CN1C(=O)C(CC(=O)Nc2ccc(C)cc2)(NC(=O)Nc2ccc(C)cc2)c2ccccc21)OCC, CC(C)=O, Cl. Reaction SMILES: [CH2:1]([O:3][CH:4]([O:2][CH2:38][CH3:39])[CH2:5][N:6]1[C:7](=[O:37])[C:8]([NH:15][C:16](=[O:17])[NH:18][c:19]2[cH:20][cH:21][c:22]([CH3:25])[cH:23][cH:24]2)([CH2:26][C:27](=[O:28])[NH:29][c:30]2[cH:31][cH:32][c:33]([CH3:36])[cH:34][cH:35]2)[c:9]2[cH:10][cH:11][cH:12][cH:13][c:14]21)[CH3:40].[CH3:42][C:43](=[O:44])[CH3:45].[ClH:41]>>[O:3]=[CH:4][CH2:5][N:6]1[C:7](=[O:37])[C:8]([NH:15][C:16](=[O:17])[NH:18][c:19]2[cH:20][cH:21][c:22]([CH3:25])[cH:23][cH:24]2)([CH2:26][C:27](=[O:28])[NH:29][c:30]2[cH:31][cH:32][c:33]([CH3:36])[cH:34][cH:35]2)[c:9]2[cH:10][cH:11][cH:12][cH:13][c:14]21. Yields the product Cc1ccc(NC(=O)CC2(NC(=O)Nc3ccc(C)cc3)C(=O)N(CC=O)c3ccccc32)cc1. The reactants are ClC(Cl)Cl, O=C(CCc1ccccc1)N1CCC(CCO)CC1, O=S(Cl)Cl. Yields the product O=C(CCc1ccccc1)N1CCC(CCCl)CC1. Reaction SMILES: [CH:24]([Cl:25])([Cl:26])[Cl:27].[OH:5][CH2:6][CH2:7][CH:8]1[CH2:9][CH2:10][N:11]([C:14]([CH2:15][CH2:16][c:17]2[cH:18][cH:19][cH:20][cH:21][cH:22]2)=[O:23])[CH2:12][CH2:13]1.[S:1]([Cl:2])([Cl:3])=[O:4]>>[Cl:3][CH2:6][CH2:7][CH:8]1[CH2:9][CH2:10][N:11]([C:14]([CH2:15][CH2:16][c:17]2[cH:18][cH:19][cH:20][cH:21][cH:22]2)=[O:23])[CH2:12][CH2:13]1. Reactants: ClC1=NC=CC(=N1)Cl (2,4-Dichloropyrimidine), O[C@H]1CN(CC1)C(=O)OC(C)(C)C (tert-butyl (3R)-3-hydroxypyrrolidine-1-carboxylate), C([O-])([O-])=O.[Cs+].[Cs+] (cesium carbonate). The solvent is CS(=O)C (DMSO), C(C)(=O)OCC (ethyl acetate). Conditions: temperature 140 celsius. The product is ClC1=NC=CC(=N1)O[C@H]1CN(CC1)C(=O)OC(C)(C)C (tert-butyl (3R)-3-[(2-chloropyrimidin-4-yl)oxy]pyrrolidine-1-carboxylate). Reaction SMILES: [Cl:1][C:2]1[N:7]=[C:6](Cl)[CH:5]=[CH:4][N:3]=1.[OH:9][C@@H:10]1[CH2:14][CH2:13][N:12]([C:15]([O:17][C:18]([CH3:21])([CH3:20])[CH3:19])=[O:16])[CH2:11]1.C(=O)([O-])[O-].[Cs+].[Cs+]>CS(C)=O.C(OCC)(=O)C>[Cl:1][C:2]1[N:7]=[C:6]([O:9][C@@H:10]2[CH2:14][CH2:13][N:12]([C:15]([O:17][C:18]([CH3:21])([CH3:20])[CH3:19])=[O:16])[CH2:11]2)[CH:5]=[CH:4][N:3]=1 |f:2.3.4|. Reported procedure: 2,4-Dichloropyrimidine (3.95 g, 26.5 mmol), tert-butyl (3R)-3-hydroxypyrrolidine-1-carboxylate (4.14 g, 22.11 mmol), and cesium carbonate (18 g, 55.3 mmol) were taken up in DMSO (44 ml). The reaction mixture was heated to 140° C. for 40 min, cooled to room temperature, and diluted with ethyl acetate. The mixture was washed with water (×2) and brine. The combined organics were dried over sodium sulfate, concentrated, and purified by Combiflash (ethyl acetate/hexanes) to afford tert-butyl (3R)-3-[... Starting materials: [Mg] (magnesium), [Cl-].[NH4+] (ammonium chloride), O1CCCC1 (tetrahydrofuran), BrC1=CC=C(COC2OCCCC2)C=C1 (2-(p-bromobenzyloxy)tetrahydropyran), 32.7, S1C(=CC=C1)C#N (2-thiophenecarbonitrile), O1CCCC1 (tetrahydrofuran). Run at time 4 hour. Yields the product S1C(=CC=C1)C(=O)C1=CC=C(C=C1)CO (α-hydroxy-p-tolyl 2-thienyl ketone). RXN SMILES: [Mg].Br[C:3]1[CH:16]=[CH:15][C:6]([CH2:7][O:8]C2CCCCO2)=[CH:5][CH:4]=1.[S:17]1[CH:21]=[CH:20][CH:19]=[C:18]1[C:22]#N.[Cl-].[NH4+].[O:26]1CCCC1>>[S:17]1[CH:21]=[CH:20][CH:19]=[C:18]1[C:22]([C:3]1[CH:4]=[CH:5][C:6]([CH2:7][OH:8])=[CH:15][CH:16]=1)=[O:26] |f:3.4|. Reported procedure: To a stirred and refluxing Grignard-complex, previously prepared starting from 7.2 parts of magnesium and 81.4 parts of 2-(p-bromobenzyloxy)tetrahydropyran in 200 parts of dry tetrahydrofuran, is added dropwise a solution of 32.7 parts of 2-thiophenecarbonitrile in 70 parts of dry tetrahydrofuran (exothermic reaction: reflux temperature is maintained). Upon completion, stirring at reflux is continued for 4 hours. The reaction mixture is cooled and decomposed with 150 parts of a saturated ammoniu...